This data is from the Open Reaction Database (ORD), a public repository of structured organic reaction records. The task is: describe an organic reaction: reactants, conditions, products, and yield Reactants: BrCCc1ccccc1, Nc1ncnc2[nH]c(Sc3ccc4c(c3)OCO4)nc12. Product: Nc1ncnc2c1nc(Sc1ccc3c(c1)OCO3)n2CCc1ccccc1. As a reaction SMILES: [Br:21][CH2:22][CH2:23][c:24]1[cH:25][cH:26][cH:27][cH:28][cH:29]1.[O:1]1[CH2:2][O:3][c:4]2[c:5]1[cH:6][cH:7][c:8]([S:10][c:11]1[nH:12][c:13]3[n:14][cH:15][n:16][c:17]([NH2:20])[c:18]3[n:19]1)[cH:9]2>>[O:1]1[CH2:2][O:3][c:4]2[c:5]1[cH:6][cH:7][c:8]([S:10][c:11]1[n:12]([CH2:22][CH2:23][c:24]3[cH:25][cH:26][cH:27][cH:28][cH:29]3)[c:13]3[n:14][cH:15][n:16][c:17]([NH2:20])[c:18]3[n:19]1)[cH:9]2. Reactants: COC(C)(C)C, C=CCOC(=O)c1ccc(SCC(NC(=O)OC(C)(C)C)C(=O)OC)c(N)c1, [Cl-], [Na+], [Na+], [Na+], [Na+], [Na+], [OH-], O=P([O-])([O-])[O-]. The product is C=CCOC(=O)c1ccc(SCC(NC(=O)OC(C)(C)C)C(=O)O)c(N)c1. As a reaction SMILES: [C:39]([O:40][CH3:41])([CH3:42])([CH3:43])[CH3:44].[CH3:1][O:2][C:3]([CH:4]([NH:5][C:6](=[O:7])[O:8][C:9]([CH3:10])([CH3:11])[CH3:12])[CH2:13][S:14][c:15]1[c:16]([NH2:27])[cH:17][c:18]([C:21](=[O:22])[O:23][CH2:24][CH:25]=[CH2:26])[cH:19][cH:20]1)=[O:28].[Cl-:46].[Na+:34].[Na+:35].[Na+:36].[Na+:38].[Na+:45].[OH-:37].[P:29]([O-:30])([O-:31])([O-:32])=[O:33]>>[O:2]=[C:3]([CH:4]([NH:5][C:6](=[O:7])[O:8][C:9]([CH3:10])([CH3:11])[CH3:12])[CH2:13][S:14][c:15]1[c:16]([NH2:27])[cH:17][c:18]([C:21](=[O:22])[O:23][CH2:24][CH:25]=[CH2:26])[cH:19][cH:20]1)[OH:28]. Reactants: [Cl-].ClC1=C(C[P+](C2=CC=CC=C2)(C2=CC=CC=C2)C2=CC=CC=C2)C(=C(C(=C1)OC)C)C (2-chloro-4-methoxy-5,6-dimethyl-benzyl-triphenylphosphonium chloride), C(C)OC(C=C(C=CC=C(C)C=O)C)=O (7-formyl-3-methyl-octa-2,4,6-trien-1-oic acid ethyl ester). Product: C(C)OC(C=C(C=CC=C(C=CC1=C(C=C(C(=C1C)C)OC)Cl)C)C)=O (9-(2-chloro-4-methoxy-5,6-dimethyl-phenyl)-3,7-dimethyl-nona-2,4,6,8-tetraen-1-oic acid ethyl ester). Reaction SMILES: [Cl-].[Cl:2][C:3]1[CH:28]=[C:27]([O:29][CH3:30])[C:26]([CH3:31])=[C:25]([CH3:32])[C:4]=1[CH2:5][P+](C1C=CC=CC=1)(C1C=CC=CC=1)C1C=CC=CC=1.[CH2:33]([O:35][C:36](=[O:47])[CH:37]=[C:38]([CH3:46])[CH:39]=[CH:40][CH:41]=[C:42]([CH:44]=O)[CH3:43])[CH3:34]>>[CH2:33]([O:35][C:36](=[O:47])[CH:37]=[C:38]([CH3:46])[CH:39]=[CH:40][CH:41]=[C:42]([CH3:44])[CH:43]=[CH:5][C:4]1[C:25]([CH3:32])=[C:26]([CH3:31])[C:27]([O:29][CH3:30])=[CH:28][C:3]=1[Cl:2])[CH3:34] |f:0.1|. Procedure: By the procedure of Example 1, 2-chloro-4-methoxy-5,6-dimethyl-benzyl-triphenylphosphonium chloride is reacted with 7-formyl-3-methyl-octa-2,4,6-trien-1-oic acid ethyl ester to obtain 9-(2-chloro-4-methoxy-5,6-dimethyl-phenyl)-3,7-dimethyl-nona-2,4,6,8-tetraen-1-oic acid ethyl ester, a yellow-red oil. The reactants are NC=1C=CC(=C(C1)NC(C)=O)[N+](=O)[O-] (N-(5-amino-2-nitro-phenyl)-acetamide), COC(=O)C1(OC(CC1)OC)OC (2,5-dimethoxy-tetrahydro-furan-2-carboxylic acid methyl ester), ClC=1C=CC(=C(N)C1)[N+](=O)[O-] (5-chloro-2-nitroaniline). Run in CC(=O)O (HOAc). The product is COC(=O)C=1N(C=CC1)C1=CC(=C(C=C1)[N+](=O)[O-])N (1-(3-Amino-4-nitro-phenyl)-1H-pyrrole-2-carboxylic Acid Methyl Ester), solid. Reaction SMILES: [NH2:1][C:2]1[CH:3]=[CH:4][C:5]([N+:12]([O-:14])=[O:13])=[C:6]([NH:8]C(=O)C)[CH:7]=1.ClC1C=CC([N+]([O-])=O)=C(C=1)N.[CH3:26][O:27][C:28]([C:30]1(OC)[CH2:34][CH2:33][CH:32](OC)O1)=[O:29]>CC(O)=O>[CH3:26][O:27][C:28]([C:30]1[N:1]([C:2]2[CH:3]=[CH:4][C:5]([N+:12]([O-:14])=[O:13])=[C:6]([NH2:8])[CH:7]=2)[CH:32]=[CH:33][CH:34]=1)=[O:29]. Reported procedure: The title compound was prepared from N-(5-amino-2-nitro-phenyl)-acetamide [prepared from commercially available 5-chloro-2-nitroaniline as described in Example F6] and 2,5-dimethoxy-tetrahydro-furan-2-carboxylic acid methyl ester [CAS-no. 39658-49-6] in HOAc at 60° C. for 2 h according to the general procedure F. Obtained as a light yellow solid (757 mg). Deacetylation of this material was perfomed by stirring with 10 eq. NaOMe-sol. in MeOH at 23° C. for 1 h. Obtained as a yellow solid (594 mg).